This data is from the Open Reaction Database (ORD), a public repository of structured organic reaction records. The task is: describe an organic reaction: reactants, conditions, products, and yield The reactants are COC(=O)C1=NC=C(C(=C1)OCC1CCC1)Cl (5-chloro-4-cyclobutylmethoxy-pyridine-2-carboxylic acid methyl ester), [OH-].[Na+] (sodium hydroxide), C(C)(=O)OCC (ethyl acetate), Cl (hydrochloric acid). Solvent: C1CCOC1 (THF). Conditions: time 2 hour. The product is ClC=1C(=CC(=NC1)C(=O)O)OCC1CCC1 (5-Chloro-4-cyclobutylmethoxy-pyridine-2-carboxylic acid). Reaction SMILES: C[O:2][C:3]([C:5]1[CH:10]=[C:9]([O:11][CH2:12][CH:13]2[CH2:16][CH2:15][CH2:14]2)[C:8]([Cl:17])=[CH:7][N:6]=1)=[O:4].[OH-].[Na+].Cl.C(OCC)(=O)C>C1COCC1>[Cl:17][C:8]1[C:9]([O:11][CH2:12][CH:13]2[CH2:16][CH2:15][CH2:14]2)=[CH:10][C:5]([C:3]([OH:4])=[O:2])=[N:6][CH:7]=1 |f:1.2|. Reported procedure: To a solution of 5-chloro-4-cyclobutylmethoxy-pyridine-2-carboxylic acid methyl ester (339 mg, 1.33 mmol) in THF (10 mL) was added sodium hydroxide solution (2.65 mL, 1 N). The resulting solution was stirred at room temperature for 2 hours, and afterwards acidified with hydrochloric acid (10 mL, 1N) and poured into ethyl acetate (50 mL). The phases were separated and the water phase was extracted with additional ethyl acetate; the organic portions were combined, dried over Na2SO4, filtered and c... Reactants: ClC=1C(C2=CC=CC=C2C(C1)=O)=O (2-chloro-1,4-naphthoquinone), S1C(=CC=C1)S(=O)(=O)N (thiophene-2-sulfonamide), TiCl4 dichloromethylene. Run in C(C)(=O)OCC (ethyl acetate). Reaction conditions: temperature 60 celsius, time 15 minute. The product is ClC1=CC(C2=CC=CC=C2C1=O)=NS(=O)(=O)C=1SC=CC1 (N-(3-chloro-4-oxonaphthalen-1(4H)-ylidene)thiophene-2-sulfonamide). Yield: 55.9%. RXN SMILES: [Cl:1][C:2]1[C:3](=[O:13])[C:4]2[C:9]([C:10](=O)[CH:11]=1)=[CH:8][CH:7]=[CH:6][CH:5]=2.[S:14]1[CH:18]=[CH:17][CH:16]=[C:15]1[S:19]([NH2:22])(=[O:21])=[O:20]>C(OCC)(=O)C>[Cl:1][C:2]1[C:3](=[O:13])[C:4]2[C:9](=[CH:8][CH:7]=[CH:6][CH:5]=2)[C:10](=[N:22][S:19]([C:15]2[S:14][CH:18]=[CH:17][CH:16]=2)(=[O:21])=[O:20])[CH:11]=1. Reported procedure: 385.2 mg 2-chloro-1,4-naphthoquinone (11) was mixed with 326.4 mg thiophene-2-sulfonamide in 15 ml dichloromethylene, to which at 0° C. was added 2 ml TiCl4 dichloromethylene solution followed by 613.3 μl. The mixture was heated at 60° C. with M.W. for 15 min and the black mixture was poured into 100 ml ethyl acetate. The insoluble was removed by filtrate through a pad of celite. The filtrate was concentrated and the residue was suspended in dichloromethylene. The brown insoluble stuff was remov... Starting materials: COC(=O)N1c2ccccc2C=C(OC)c2ccccc21, [Na+], [OH-], O. Product: COC1=Cc2ccccc2Nc2ccccc21. Reaction SMILES: [CH3:1][O:2][C:3](=[O:4])[N:5]1[c:6]2[c:7]([cH:18][cH:19][cH:20][cH:21]2)[CH:8]=[C:9]([O:16][CH3:17])[c:10]2[c:11]1[cH:12][cH:13][cH:14][cH:15]2.[Na+:23].[OH-:22].[OH2:24]>>[NH:5]1[c:6]2[c:7]([cH:18][cH:19][cH:20][cH:21]2)[CH:8]=[C:9]([O:16][CH3:17])[c:10]2[c:11]1[cH:12][cH:13][cH:14][cH:15]2. Starting materials: solution, ClC1=C(C=O)C(=CC=C1)Cl (2,6-dichlorobenzaldehyde), CC(=O)C (acetone), [OH-].[K+] (potassium hydroxide). Conditions: time 18 hour. The product is ClC1=C(C(=CC=C1)Cl)\C=C\C(\C=C\C1=C(C=CC=C1Cl)Cl)=O (1,5-Bis(2,6-dichlorophenyl)-1E,4E-pentadien-3-one). As a reaction SMILES: [Cl:1][C:2]1[CH:9]=[CH:8][CH:7]=[C:6]([Cl:10])[C:3]=1[CH:4]=O.[CH3:11][C:12]([CH3:14])=[O:13].[OH-].[K+]>>[Cl:1][C:2]1[CH:9]=[CH:8][CH:7]=[C:6]([Cl:10])[C:3]=1/[CH:4]=[CH:11]/[C:12](=[O:13])/[CH:14]=[CH:4]/[C:3]1[C:2]([Cl:1])=[CH:9][CH:8]=[CH:7][C:6]=1[Cl:10] |f:2.3|. Procedure details: (73) To a 0.33 M solution of 2,6-dichlorobenzaldehyde (1.75 g, 10 mmol) and acetone (290 mg, 5 mmol) in 30 was added 5 ml of 40% potassium hydroxide at 10° C. After stirring for 18 hr at room temperature, a solid precipitated and was filtered. The precipitate was recrystallized from ethanol to afford 1.46 g (78.5%) of pale yellow, cotton-like flakes: mp 154.0-154.4° C. (lit. mp 145-146° C., Unterhalt, Arch. Pharm., 1978, 311, 262-267). 1H NMR (250 MHz) δ 7.85-7.79 (d, 2H), 7.40-7.36 (d, 4H), 7.2... Reactants: Cc1ccc2ccc(O)c(Br)c2n1, CCN(C(C)C)C(C)C, ClCCl, O=S(=O)(Cl)c1ccccc1. The product is Cc1ccc2ccc(OS(=O)(=O)c3ccccc3)c(Br)c2n1. Reaction SMILES: [Br:1][c:2]1[c:3]([OH:13])[cH:4][cH:5][c:6]2[cH:7][cH:8][c:9]([CH3:12])[n:10][c:11]12.[CH:14]([N:15]([CH2:16][CH3:17])[CH:18]([CH3:19])[CH3:20])([CH3:21])[CH3:22].[Cl:33][CH2:34][Cl:35].[c:23]1([S:29](=[O:30])(=[O:31])[Cl:32])[cH:24][cH:25][cH:26][cH:27][cH:28]1>>[Br:1][c:2]1[c:3]([O:13][S:29]([c:23]2[cH:24][cH:25][cH:26][cH:27][cH:28]2)(=[O:30])=[O:31])[cH:4][cH:5][c:6]2[cH:7][cH:8][c:9]([CH3:12])[n:10][c:11]12. The product is CCCCCCCCCc1ccc(C=O)cc1. Starting materials: O=C(O)C(F)(F)F, CCCCCCCCCc1ccccc1. As a reaction SMILES: [OH:16][C:17]([C:18]([F:19])([F:20])[F:21])=[O:22].[c:1]1([CH2:7][CH2:8][CH2:9][CH2:10][CH2:11][CH2:12][CH2:13][CH2:14][CH3:15])[cH:2][cH:3][cH:4][cH:5][cH:6]1>>[c:1]1([CH2:7][CH2:8][CH2:9][CH2:10][CH2:11][CH2:12][CH2:13][CH2:14][CH3:15])[cH:2][cH:3][c:4]([CH:17]=[O:16])[cH:5][cH:6]1.